The task is: describe an organic reaction: reactants, conditions, products, and yield. This data is from the Open Reaction Database (ORD), a public repository of structured organic reaction records. The reactants are O1[C@@H](C(=O)OCC)[C@@H]1C(=O)OCC (diethyl (2R,3R)-epoxysuccinate), [OH-].[K+] (potassium hydroxide). Run in C(C)O (ethanol), C(C)O (ethanol). Yields the product C(C)OC([C@H]1[C@H](C(=O)O)O1)=O ((2R,3R)-epoxysuccinic acid monoethyl ester). Isolated yield 42.7%. Reaction SMILES: [O:1]1[C@@H:8]([C:9]([O:11][CH2:12][CH3:13])=[O:10])[C@@H:2]1[C:3]([O:5]CC)=[O:4].[OH-].[K+]>C(O)C>[CH2:12]([O:11][C:9](=[O:10])[C@@H:8]1[O:1][C@H:2]1[C:3]([OH:5])=[O:4])[CH3:13] |f:1.2|. Procedure details: In 50 ml of ethanol is dissolved 13.1 g (69.7 mmole), of diethyl (2R,3R)-epoxysuccinate, and a solution of 3.94 g of potassium hydroxide in 120 ml of ethanol is added dropwise to the solution under ice-cooling with stirring. After the stirring under ice-cooling for 3 hours, the ethanol is distilled off under reduced pressure. 50 ml of water and 100 ml of ether are added to the residue to a solution, and the aqueous layer is separated. The ether layer is extracted three times with dilute aqueous ... The reactants are COc1cc(C=CC(=O)Cl)ccc1OC(C)=O, CC(=O)Nc1ccc(O)cc1, CC(C)=O, O, c1ccncc1. Product: COc1cc(C=CC(=O)Oc2ccc(NC(C)=O)cc2)ccc1OC(C)=O. RXN SMILES: [C:12]([CH3:13])(=[O:14])[O:15][c:16]1[c:17]([O:27][CH3:28])[cH:18][c:19]([CH:22]=[CH:23][C:24](=[O:25])[Cl:26])[cH:20][cH:21]1.[CH3:1][C:2](=[O:3])[NH:4][c:5]1[cH:6][cH:7][c:8]([OH:9])[cH:10][cH:11]1.[CH3:36][C:37](=[O:38])[CH3:39].[OH2:29].[cH:30]1[cH:31][cH:32][n:33][cH:34][cH:35]1>>[CH3:1][C:2](=[O:3])[NH:4][c:5]1[cH:6][cH:7][c:8]([O:9][C:24]([CH:23]=[CH:22][c:19]2[cH:18][c:17]([O:27][CH3:28])[c:16]([O:15][C:12]([CH3:13])=[O:14])[cH:21][cH:20]2)=[O:25])[cH:10][cH:11]1. Starting materials: CC(C)(C)OC(=O)NC1Cc2ccc(O)cc2C1, O=C(Cl)c1ccccc1, ClCCl, c1ccncc1. Yields the product CC(C)(C)OC(=O)NC1Cc2ccc(OC(=O)c3ccccc3)cc2C1. As a reaction SMILES: [C:1]([CH3:2])([CH3:3])([CH3:4])[O:5][C:6](=[O:7])[NH:8][CH:9]1[CH2:10][c:11]2[cH:12][cH:13][c:14]([OH:18])[cH:15][c:16]2[CH2:17]1.[C:25]([c:26]1[cH:27][cH:28][cH:29][cH:30][cH:31]1)(=[O:32])[Cl:33].[CH2:34]([Cl:35])[Cl:36].[cH:19]1[cH:20][cH:21][n:22][cH:23][cH:24]1>>[C:1]([CH3:2])([CH3:3])([CH3:4])[O:5][C:6](=[O:7])[NH:8][CH:9]1[CH2:10][c:11]2[cH:12][cH:13][c:14]([O:18][C:25]([c:26]3[cH:27][cH:28][cH:29][cH:30][cH:31]3)=[O:32])[cH:15][c:16]2[CH2:17]1. The reactants are COC1=C(CNC2=NC3=CC=C(C=C3C=C2)N)C=CC=C1 (N2-(2-Methoxy-benzyl)-quinoline-2,6-diamine), C(C)(C)N=C=O (Isopropyl isocyanate). The solvent is C1(=CC=CC=C1)C (toluene). Conditions: temperature 60 celsius, time 8 hour. Product: C(C)(C)NC(=O)NC=1C=C2C=CC(=NC2=CC1)NCC1=C(C=CC=C1)OC (1-Isopropyl-3-[2-(2-methoxy-benzylamino)-quinolin-6-yl]-urea), solid. The yield is 37.0%. RXN SMILES: [CH3:1][O:2][C:3]1[CH:21]=[CH:20][CH:19]=[CH:18][C:4]=1[CH2:5][NH:6][C:7]1[CH:16]=[CH:15][C:14]2[C:9](=[CH:10][CH:11]=[C:12]([NH2:17])[CH:13]=2)[N:8]=1.[CH:22]([N:25]=[C:26]=[O:27])([CH3:24])[CH3:23]>C1(C)C=CC=CC=1>[CH:22]([NH:25][C:26]([NH:17][C:12]1[CH:13]=[C:14]2[C:9](=[CH:10][CH:11]=1)[N:8]=[C:7]([NH:6][CH2:5][C:4]1[CH:18]=[CH:19][CH:20]=[CH:21][C:3]=1[O:2][CH3:1])[CH:16]=[CH:15]2)=[O:27])([CH3:24])[CH3:23]. Procedure details: N2-(2-Methoxy-benzyl)-quinoline-2,6-diamine (example 10, step B, 50 mg, 0.179 mmol) was dissolved in 1 mL toluene. Isopropyl isocyanate (15 mg, 0.179 mmol) was added and the reaction mixture was stirred at 60° C. overnight. The reaction mixture was cooled to room temperature and the crystals were filtered off and washed with dichloromethane. The title compound was obtained as an off-white solid (24 mg, 37%), MS: m/e=365.3 (M+H+). The reactants are BrCc1ccccc1, O=C([O-])[O-], C1CCOC1, [Cs+], [Cs+], CCOC(=O)c1[nH]c2ccc([N+](=O)[O-])cc2c1-c1ccccc1. Yields the product CCOC(=O)c1c(-c2ccccc2)c2cc([N+](=O)[O-])ccc2n1Cc1ccccc1. Reaction SMILES: [Br:24][CH2:25][c:26]1[cH:27][cH:28][cH:29][cH:30][cH:31]1.[C:32](=[O:33])([O-:34])[O-:35].[CH2:38]1[O:39][CH2:40][CH2:41][CH2:42]1.[Cs+:36].[Cs+:37].[N+:1](=[O:2])([O-:3])[c:4]1[cH:5][c:6]2[c:7](-[c:18]3[cH:19][cH:20][cH:21][cH:22][cH:23]3)[c:8]([C:13](=[O:14])[O:15][CH2:16][CH3:17])[nH:9][c:10]2[cH:11][cH:12]1>>[N+:1](=[O:2])([O-:3])[c:4]1[cH:5][c:6]2[c:7](-[c:18]3[cH:19][cH:20][cH:21][cH:22][cH:23]3)[c:8]([C:13](=[O:14])[O:15][CH2:16][CH3:17])[n:9]([CH2:25][c:26]3[cH:27][cH:28][cH:29][cH:30][cH:31]3)[c:10]2[cH:11][cH:12]1.